Dataset: the Open Reaction Database (ORD), a public repository of structured organic reaction records. Task: describe an organic reaction: reactants, conditions, products, and yield Starting materials: C(C)(C)(C)OC(=O)N1[C@H]([C@H](CCC1)NCC1=C(C=CC(=C1)C(C)(C)C1SCCS1)OC)C1=CC=CC=C1 ((2S,3S)-1-tert-Butoxycarbonyl-3-[2-Methoxy-5-[1-(1,3-dithiolan-2-yl)-1-methylethyl]benzyl]amino-2-phenylpiperidine), Cl.CO (HCl MeOH). The solvent is CCOC(=O)C (EtOAc). Product: Cl.Cl.COC1=C(CN[C@@H]2[C@@H](NCCC2)C2=CC=CC=C2)C=C(C=C1)C(C)(C)C1SCCS1 ((2S,3S)-3-[2-Methoxy-5-[1-(1,3-dithiolan-2-yl)-1-methylethyl]benzyl]amino-2-phenylpiperidine Dihydrochloride). As a reaction SMILES: C(OC([N:8]1[CH2:13][CH2:12][CH2:11][C@H:10]([NH:14][CH2:15][C:16]2[CH:21]=[C:20]([C:22]([CH:25]3[S:29][CH2:28][CH2:27][S:26]3)([CH3:24])[CH3:23])[CH:19]=[CH:18][C:17]=2[O:30][CH3:31])[C@@H:9]1[C:32]1[CH:37]=[CH:36][CH:35]=[CH:34][CH:33]=1)=O)(C)(C)C.[ClH:38].CO>CCOC(C)=O>[ClH:38].[ClH:38].[CH3:31][O:30][C:17]1[CH:18]=[CH:19][C:20]([C:22]([CH:25]2[S:26][CH2:27][CH2:28][S:29]2)([CH3:24])[CH3:23])=[CH:21][C:16]=1[CH2:15][NH:14][C@H:10]1[CH2:11][CH2:12][CH2:13][NH:8][C@H:9]1[C:32]1[CH:37]=[CH:36][CH:35]=[CH:34][CH:33]=1 |f:1.2,4.5.6|. Procedure: To a solution of Compound 82 (0.128 g) in EtOAc (5 ml) was added an excess amount of 10% HCl-MeOH (1 ml) for 8 hr. The resulting precipitate was collected and washed with EtOAc to give Compound 83 (0.069 g) as a colorless crystal.